From a dataset of the Open Reaction Database (ORD), a public repository of structured organic reaction records. describe an organic reaction: reactants, conditions, products, and yield Reactants: CCOC(=O)c1ncn2c1C1CCN1C(=O)c1c(Br)cccc1-2, CCO, Cl, [Na+], [OH-], O. Yields the product O=C(O)c1ncn2c1C1CCN1C(=O)c1c(Br)cccc1-2. RXN SMILES: [Br:1][c:2]1[cH:3][cH:4][cH:5][c:6]2[c:7]1[C:8](=[O:23])[N:9]1[CH:10]([c:11]3[n:12]-2[cH:13][n:14][c:15]3[C:16](=[O:17])[O:18][CH2:19][CH3:20])[CH2:21][CH2:22]1.[CH3:26][CH2:27][OH:28].[ClH:29].[Na+:25].[OH-:24].[OH2:30]>>[Br:1][c:2]1[cH:3][cH:4][cH:5][c:6]2[c:7]1[C:8](=[O:23])[N:9]1[CH:10]([c:11]3[n:12]-2[cH:13][n:14][c:15]3[C:16](=[O:17])[OH:18])[CH2:21][CH2:22]1. The reactants are Cc1ccc(F)c(OC(=O)c2ccccc2)c1, O=C(OOC(=O)c1ccccc1)c1ccccc1, ClC(Cl)(Cl)Cl, CCOCC, O=C1CCC(=O)N1Br, O. Product: O=C(Oc1cc(CBr)ccc1F)c1ccccc1. As a reaction SMILES: [C:1]([c:2]1[cH:3][cH:4][cH:5][cH:6][cH:7]1)(=[O:8])[O:9][c:10]1[cH:11][c:12]([CH3:17])[cH:13][cH:14][c:15]1[F:16].[C:26]([O:27][O:28][C:29](=[O:30])[c:31]1[cH:32][cH:33][cH:34][cH:35][cH:36]1)(=[O:37])[c:38]1[cH:39][cH:40][cH:41][cH:42][cH:43]1.[C:44]([Cl:45])([Cl:46])([Cl:47])[Cl:48].[CH3:49][CH2:50][O:51][CH2:52][CH3:53].[O:18]=[C:19]1[N:20]([Br:25])[C:21](=[O:22])[CH2:23][CH2:24]1.[OH2:54]>>[C:1]([c:2]1[cH:3][cH:4][cH:5][cH:6][cH:7]1)(=[O:8])[O:9][c:10]1[cH:11][c:12]([CH2:17][Br:25])[cH:13][cH:14][c:15]1[F:16]. Reactants: CC(C)(C)[O-], COCCOCCOCC#N, CO, Cl, [K+], NO. The product is COCCOCCOCC(=N)NO. Reaction SMILES: [CH3:15][C:16]([CH3:17])([O-:18])[CH3:19].[CH3:1][O:2][CH2:3][CH2:4][O:5][CH2:6][CH2:7][O:8][CH2:9][C:10]#[N:11].[CH3:21][OH:22].[ClH:12].[K+:20].[NH2:13][OH:14]>>[CH3:1][O:2][CH2:3][CH2:4][O:5][CH2:6][CH2:7][O:8][CH2:9][C:10](=[NH:11])[NH:13][OH:14]. Reactants: CCO, CN(c1cccc2cc(C3=NCC(C=O)S3)[nH]c12)S(=O)(=O)c1ccccn1, [Cl-], [NH4+]. Product: CN(c1cccc2cc(C3=NCC(CO)S3)[nH]c12)S(=O)(=O)c1ccccn1. As a reaction SMILES: [CH3:30][CH2:31][OH:32].[CH:1](=[O:2])[CH:3]1[CH2:4][N:5]=[C:6]([c:8]2[nH:9][c:10]3[c:11]([N:17]([S:18](=[O:19])(=[O:20])[c:21]4[n:22][cH:23][cH:24][cH:25][cH:26]4)[CH3:27])[cH:12][cH:13][cH:14][c:15]3[cH:16]2)[S:7]1.[Cl-:28].[NH4+:29]>>[CH2:1]([OH:2])[CH:3]1[CH2:4][N:5]=[C:6]([c:8]2[nH:9][c:10]3[c:11]([N:17]([S:18](=[O:19])(=[O:20])[c:21]4[n:22][cH:23][cH:24][cH:25][cH:26]4)[CH3:27])[cH:12][cH:13][cH:14][c:15]3[cH:16]2)[S:7]1. The reactants are CC(=O)c1ccccc1OCCCNC(C)(C)C, CCO, [Na+], [OH-], O, O=Cc1cccc2[nH]ccc12. Product: CC(C)(C)NCCCOc1ccccc1C(=O)C=Cc1cccc2[nH]ccc12. RXN SMILES: [CH3:14][C:15]([CH3:16])([CH3:17])[NH:18][CH2:19][CH2:20][CH2:21][O:22][c:23]1[c:24]([C:29]([CH3:30])=[O:31])[cH:25][cH:26][cH:27][cH:28]1.[CH3:32][CH2:33][OH:34].[Na+:2].[OH-:1].[OH2:35].[nH:3]1[cH:4][cH:5][c:6]2[c:7]([CH:12]=[O:13])[cH:8][cH:9][cH:10][c:11]12>>[nH:3]1[cH:4][cH:5][c:6]2[c:7]([CH:12]=[CH:30][C:29]([c:24]3[c:23]([O:22][CH2:21][CH2:20][CH2:19][NH:18][C:15]([CH3:14])([CH3:16])[CH3:17])[cH:28][cH:27][cH:26][cH:25]3)=[O:31])[cH:8][cH:9][cH:10][c:11]12. Starting materials: N#Cc1ccc(-c2ccc(OCC(=O)O)cc2)cc1, O=C(c1ncc[nH]1)c1ncc[nH]1, CCOC(=O)C1CCCNC1, C1CCOC1. Product: CCOC(=O)C1CCCN(C(=O)COc2ccc(-c3ccc(C#N)cc3)cc2)C1. As a reaction SMILES: [C:13](=[O:14])([OH:15])[CH2:16][O:17][c:18]1[cH:19][cH:20][c:21](-[c:24]2[cH:25][cH:26][c:27]([C:30]#[N:31])[cH:28][cH:29]2)[cH:22][cH:23]1.[C:1]([c:2]1[nH:3][cH:4][cH:5][n:6]1)([c:7]1[nH:8][cH:9][cH:10][n:11]1)=[O:12].[NH:32]1[CH2:33][CH:34]([C:38](=[O:39])[O:40][CH2:41][CH3:42])[CH2:35][CH2:36][CH2:37]1.[O:43]1[CH2:44][CH2:45][CH2:46][CH2:47]1>>[C:13](=[O:15])([CH2:16][O:17][c:18]1[cH:19][cH:20][c:21](-[c:24]2[cH:25][cH:26][c:27]([C:30]#[N:31])[cH:28][cH:29]2)[cH:22][cH:23]1)[N:32]1[CH2:33][CH:34]([C:38](=[O:39])[O:40][CH2:41][CH3:42])[CH2:35][CH2:36][CH2:37]1. As a reaction SMILES: [CH:22](=[O:23])[O-:24].[I:1][c:2]1[cH:3][c:4]([N:9]([S:10](=[O:11])(=[O:12])[CH2:13][CH3:14])[CH2:15][c:16]2[cH:17][n:18][cH:19][cH:20][cH:21]2)[cH:5][cH:6][c:7]1[CH3:8].[Na+:25].[O:26]=[CH:27][N:28]([CH3:29])[CH3:30]>>[c:2]1([CH:22]=[O:23])[cH:3][c:4]([N:9]([S:10](=[O:11])(=[O:12])[CH2:13][CH3:14])[CH2:15][c:16]2[cH:17][n:18][cH:19][cH:20][cH:21]2)[cH:5][cH:6][c:7]1[CH3:8]. Starting materials: O=C[O-], CCS(=O)(=O)N(Cc1cccnc1)c1ccc(C)c(I)c1, [Na+], CN(C)C=O. Product: CCS(=O)(=O)N(Cc1cccnc1)c1ccc(C)c(C=O)c1. Starting materials: CCOC(C)=O, CNc1nccc(-c2cccnc2Oc2ccc(Nc3nnc(Cl)c4c(F)ccc(F)c34)cc2)n1, [Na+], [Na+], O=C([O-])[O-], C1COCCO1, O, OB(O)c1ccccc1. Product: CNc1nccc(-c2cccnc2Oc2ccc(Nc3nnc(-c4ccccc4)c4c(F)ccc(F)c34)cc2)n1. Reaction SMILES: [CH3:57][CH2:58][O:59][C:60]([CH3:61])=[O:62].[Cl:10][c:11]1[n:12][n:13][c:14]([NH:23][c:24]2[cH:25][cH:26][c:27]([O:30][c:31]3[n:32][cH:33][cH:34][cH:35][c:36]3-[c:37]3[n:38][c:39]([NH:43][CH3:44])[n:40][cH:41][cH:42]3)[cH:28][cH:29]2)[c:15]2[c:16]([F:22])[cH:17][cH:18][c:19]([F:21])[c:20]12.[Na+:51].[Na+:52].[O-:53][C:54](=[O:55])[O-:56].[O:45]1[CH2:46][CH2:47][O:48][CH2:49][CH2:50]1.[OH2:63].[OH:1][B:2]([OH:3])[c:4]1[cH:5][cH:6][cH:7][cH:8][cH:9]1>>[c:4]1(-[c:11]2[n:12][n:13][c:14]([NH:23][c:24]3[cH:25][cH:26][c:27]([O:30][c:31]4[n:32][cH:33][cH:34][cH:35][c:36]4-[c:37]4[n:38][c:39]([NH:43][CH3:44])[n:40][cH:41][cH:42]4)[cH:28][cH:29]3)[c:15]3[c:16]([F:22])[cH:17][cH:18][c:19]([F:21])[c:20]23)[cH:5][cH:6][cH:7][cH:8][cH:9]1. The reactants are CC1(NC(OC1)=O)C (4,4-dimethyl-oxazolidin-2-one), [H-].[Na+] (sodium hydride), IC=1OC=C(N1)C1=CC=C(C#N)C=C1 (4-(2-Iodo-1,3-oxazol-4-yl)benzonitrile). Run in C(C)(=O)OCC (ethyl acetate). Conditions: temperature 170 celsius, time 20 minute. Product: CC1(N(C(OC1)=O)C=1OC=C(N1)C1=CC=C(C#N)C=C1)C (4-[2-(4,4-dimethyl-2-oxo-1,3-oxazolidin-3-yl)-1,3-oxazol-4-yl]benzonitrile). Yield: 3.7%. As a reaction SMILES: [CH3:1][C:2]1([CH3:8])[CH2:6][O:5][C:4](=[O:7])[NH:3]1.[H-].[Na+].I[C:12]1[O:13][CH:14]=[C:15]([C:17]2[CH:24]=[CH:23][C:20]([C:21]#[N:22])=[CH:19][CH:18]=2)[N:16]=1>C(OCC)(=O)C>[CH3:1][C:2]1([CH3:8])[CH2:6][O:5][C:4](=[O:7])[N:3]1[C:12]1[O:13][CH:14]=[C:15]([C:17]2[CH:18]=[CH:19][C:20]([C:21]#[N:22])=[CH:23][CH:24]=2)[N:16]=1 |f:1.2|. Procedure details: A 5 mL flask was charged with 4,4-dimethyl-oxazolidin-2-one (1.0 g, 8.7 mmol) and sodium hydride (60% wt suspension in mineral oil) (40 mg, 1.2 mmol) was added and the mixture was stirred for 20 min. 4-(2-Iodo-1,3-oxazol-4-yl)benzonitrile (0.257 g, 0.87 mmol), prepared in the previous step, was added and the mixture was heated to 170° C. for 2 h then cooled and diluted with ethyl acetate. The organics were combined, washed with water, brine, dried over anhydrous MgSO4, filtered and concentrated....